This data is from the Open Reaction Database (ORD), a public repository of structured organic reaction records. The task is: describe an organic reaction: reactants, conditions, products, and yield The reactants are NC1=C(C=NN1C)C(=O)NCCNC(C1=CC=CC=C1)(C1=CC=CC=C1)C1=CC=CC=C1 (5-amino-1-methyl-N-[2-(tritylamino)ethyl]-1H-pyrazole-4-carboxamide), [H-].[Al+3].[Li+].[H-].[H-].[H-] (lithium aluminium hydride), [F-].[Na+] (sodium fluoride). Solvent: O1CCCC1 (tetrahydrofuran), O1CCCC1 (tetrahydrofuran). The product is NC1=C(C=NN1C)CNCCNC(C1=CC=CC=C1)(C1=CC=CC=C1)C1=CC=CC=C1 (N-[(5-amino-1-methyl-1H-pyrazol-4-yl)methyl]-N′-tritylethane-1,2-diamine). Yield: 31.1%. Reaction SMILES: [H-].[Al+3].[Li+].[H-].[H-].[H-].[NH2:7][C:8]1[N:12]([CH3:13])[N:11]=[CH:10][C:9]=1[C:14]([NH:16][CH2:17][CH2:18][NH:19][C:20]([C:33]1[CH:38]=[CH:37][CH:36]=[CH:35][CH:34]=1)([C:27]1[CH:32]=[CH:31][CH:30]=[CH:29][CH:28]=1)[C:21]1[CH:26]=[CH:25][CH:24]=[CH:23][CH:22]=1)=O.[F-].[Na+]>O1CCCC1>[NH2:7][C:8]1[N:12]([CH3:13])[N:11]=[CH:10][C:9]=1[CH2:14][NH:16][CH2:17][CH2:18][NH:19][C:20]([C:33]1[CH:38]=[CH:37][CH:36]=[CH:35][CH:34]=1)([C:27]1[CH:28]=[CH:29][CH:30]=[CH:31][CH:32]=1)[C:21]1[CH:26]=[CH:25][CH:24]=[CH:23][CH:22]=1 |f:0.1.2.3.4.5,7.8|. Procedure: To a suspension of lithium aluminium hydride (3.78 g) in tetrahydrofuran (150 ml) was added 5-amino-1-methyl-N-[2-(tritylamino)ethyl]-1H-pyrazole-4-carboxamide (10.64 g) at room temperature. The mixture was stirred under reflux for 18 hours. After cooling on an ice bath, to the reaction mixture were added sodium fluoride (20 g) and aqueous tetrahydrofuran solution (10 ml). The insoluble materials were removed by filtration. The resulting filtrate was concentrated in vacuo, and the residue was di... The reactants are C(C1=CC=CC=C1)OC1=CC=C(C(=O)NCCCN2CCC(CC2)(CC2=CC=C(C=C2)C)O)C=C1 (4-benzyloxy-N-[3-[4-hydroxy-4-(4-methyl-benzyl)-piperidin-1-yl]-propyl]-benzamide). Reagents/catalysts: [Pd] (Palladium on carbon). Solvent: C(C)(=O)O (acetic acid). Reaction conditions: time 4 hour. The product is OC1=CC=C(C(=O)NCCCN2CCC(CC2)(CC2=CC=C(C=C2)C)O)C=C1 (4-hydroxy-N-[3-[4-hydroxy-4-(4-methyl-benzyl)-piperidin-1-yl]-propyl]-benzamide). The yield is 101.2%. Reaction SMILES: C([O:8][C:9]1[CH:35]=[CH:34][C:12]([C:13]([NH:15][CH2:16][CH2:17][CH2:18][N:19]2[CH2:24][CH2:23][C:22]([OH:33])([CH2:25][C:26]3[CH:31]=[CH:30][C:29]([CH3:32])=[CH:28][CH:27]=3)[CH2:21][CH2:20]2)=[O:14])=[CH:11][CH:10]=1)C1C=CC=CC=1>[Pd].C(O)(=O)C>[OH:8][C:9]1[CH:10]=[CH:11][C:12]([C:13]([NH:15][CH2:16][CH2:17][CH2:18][N:19]2[CH2:24][CH2:23][C:22]([OH:33])([CH2:25][C:26]3[CH:27]=[CH:28][C:29]([CH3:32])=[CH:30][CH:31]=3)[CH2:21][CH2:20]2)=[O:14])=[CH:34][CH:35]=1. Procedure: Palladium on carbon (10%, 50 mg) was added to a solution of 4-benzyloxy-N-[3-[4-hydroxy-4-(4-methyl-benzyl)-piperidin-1-yl]-propyl]-benzamide (220 mg, 0.46 mmol) in acetic acid (5 ml). The hydrogenation was complete after 4 h. The catalyst was removed by filtration through celite and the solvent was evaporated. Sodium bicarbonate (10% aq. solution, 2 ml) was added, and the aqeous layer extracted with dichloromethane. The organic layer was dried (Na2SO4), filtered and evaporated to give 4-hydroxy... Reactants: C1(=C(C(=O)C(=C(C1=O)Cl)Cl)Cl)Cl (chloranil), C(C(O)C1=CC=CC=C1)(=O)O (mandelic acid), ClC=1C(=C(C=CC1)Cl)Cl (trichlorobenzene). Conditions: temperature 180 celsius, time 20 hour. Yields the product 2-b, O1C(=CC=C1)C=1OC=CC1 (bifuran). RXN SMILES: C1(Cl)C(=O)C(Cl)=C(Cl)C(=[O:4])C=1Cl.[C:13]([OH:23])(=O)[CH:14]([C:16]1[CH:21]=[CH:20][CH:19]=[CH:18][CH:17]=1)O.ClC1C(Cl)=C(Cl)C=CC=1>>[O:4]1[CH:21]=[CH:20][CH:19]=[C:18]1[C:17]1[O:23][CH:13]=[CH:14][CH:16]=1. Procedure: A mixture of 4.9 parts of chloranil (2:3:5:6-tetrachlorobenzoquinone), 12 parts of mandelic acid and 25 parts of trichlorobenzene is stirred for 20 hours at 180° C. The mixture is cooled to 20° C. and the precipitated solid is filtered off, washed with trichlorobenzene and then crystallised from toluene. The solid is then dissolved in chloroform, the chloroform solution extracted with a 2% aqueous solution of sodium carbonate, and the chloroform then removed by distillation. 4:8-Dichloro-3:7-dip... Starting materials: C(CCC=C)[C@@H]1CC[C@H](CC1)C#N (trans-4-(4-pentenyl)cyclohexanecarbonitrile), [OH-].[K+] (potassium hydroxide), C(COCCO)O (diethylene glycol), Cl (hydrochloric acid). Run at temperature 180 celsius, time 3.5 hour. Product: C(CCC=C)[C@@H]1CC[C@H](CC1)C(=O)O (trans-4-(4-pentenyl)cyclohexanecarboxylic acid). Yield: 90.0%. RXN SMILES: [CH2:1]([C@H:6]1[CH2:11][CH2:10][C@H](C#N)[CH2:8][CH2:7]1)[CH2:2][CH2:3][CH:4]=[CH2:5].[OH-:14].[K+].Cl.C(O)CO[CH2:20][CH2:21][OH:22]>>[CH2:1]([C@H:6]1[CH2:11][CH2:10][C@H:20]([C:21]([OH:22])=[O:14])[CH2:8][CH2:7]1)[CH2:2][CH2:3][CH:4]=[CH2:5] |f:1.2|. Reported procedure: A solution of 2.9 g of trans-4-(4-pentenyl)cyclohexanecarbonitrile in 80 ml of diethylene glycol was treated with 8.0 g of potassium hydroxide and the mixture was stirred for 3.5 hours at a bath temperature of 180° C. Subsequently, the reaction mixture was treated with ice, made acid with 25 ml of 25% hydrochloric acid and partitioned in methylene chloride/water. The aqueous phase was extracted three times with methylene chloride. The organic phases were washed twice with water, dried over magne... Starting materials: CC(C)([O-])C.[K+] (potassium tert-butoxide), N1N=C(N=C1)C(CCCCCl)C1=CC=C(C#N)C=C1 (4-[1-(1,2,4-triazolyl)-5-chloropentyl]benzonitrile). The solvent is O1CCCC1 (tetrahydrofuran), O1CCCC1 (tetrahydrofuran). Reaction conditions: time 30 minute. Product: C(#N)C1=CC=C(C=C1)C1(CCCC1)C1=NNC=N1 (1-(4-cyanophenyl)-1-(1,2,4-triazolyl)cyclopentane). RXN SMILES: CC(C)([O-])C.[K+].[NH:7]1[CH:11]=[N:10][C:9]([CH:12]([C:18]2[CH:25]=[CH:24][C:21]([C:22]#[N:23])=[CH:20][CH:19]=2)[CH2:13][CH2:14][CH2:15][CH2:16]Cl)=[N:8]1>O1CCCC1>[C:22]([C:21]1[CH:24]=[CH:25][C:18]([C:12]2([C:9]3[N:10]=[CH:11][NH:7][N:8]=3)[CH2:16][CH2:15][CH2:14][CH2:13]2)=[CH:19][CH:20]=1)#[N:23] |f:0.1|. Reported procedure: A solution of potassium tert-butoxide (1.10 g) in tetrahydrofuran (50 mL) is added dropwise to a solution of 4-[1-(1,2,4-triazolyl)-5-chloropentyl]benzonitrile (2.50 g) in tetrahydrofuran at 0° (ice-bath). The reaction is allowed to proceed at 0° for 30 minutes and is then allowed to warm to room temperature during 3 hours. The reaction is then quenched with water (100 mL) and the mixture is subsequently extracted with ethyl acetate (100 mL). The organic extract is extracted with 3N hydrochloric...